Dataset: the Open Reaction Database (ORD), a public repository of structured organic reaction records. Task: describe an organic reaction: reactants, conditions, products, and yield Procedure: In analogy to the procedure described for the preparation of intermediate A-7, 5-bromopyridin-3-ol was reacted with (S)-2-hydroxymethyl-azetidine-1-carboxylic acid tert-butyl ester in presence of di-(4-chlorobenzyl)azodicarboxylate and triphenylphosphine to give the title compound as an amorphous colorless solid. MS: 343.1 and 345.1 (M+H+). RXN SMILES: [Br:1][C:2]1[CH:3]=[C:4]([OH:8])[CH:5]=[N:6][CH:7]=1.[C:9]([O:13][C:14]([N:16]1[CH2:19][CH2:18][C@H:17]1[CH2:20]O)=[O:15])([CH3:12])([CH3:11])[CH3:10].C1C(COC(/N=N\C(OCC2C=CC(Cl)=CC=2)=O)=O)=CC=C(Cl)C=1.C1(P(C2C=CC=CC=2)C2C=CC=CC=2)C=CC=CC=1>>[C:9]([O:13][C:14]([N:16]1[CH2:19][CH2:18][C@H:17]1[CH2:20][O:8][C:4]1[CH:5]=[N:6][CH:7]=[C:2]([Br:1])[CH:3]=1)=[O:15])([CH3:12])([CH3:10])[CH3:11]. Starting materials: C(C)(C)(C)OC(=O)N1[C@@H](CC1)CO ((S)-2-hydroxymethyl-azetidine-1-carboxylic acid tert-butyl ester), C1=CC(=CC=C1COC(=O)/N=N\C(=O)OCC2=CC=C(C=C2)Cl)Cl (di-(4-chlorobenzyl)azodicarboxylate), C1(=CC=CC=C1)P(C1=CC=CC=C1)C1=CC=CC=C1 (triphenylphosphine), BrC=1C=C(C=NC1)O (5-bromopyridin-3-ol). Product: C(C)(C)(C)OC(=O)N1[C@@H](CC1)COC=1C=NC=C(C1)Br ((S)-2-(5-Bromo-pyridin-3-yloxymethyl)-azetidine-1-carboxylic acid tert-butyl ester). Conditions: time 8 hour. Run in O1CCCC1 (tetrahydrofuran). Starting materials: NCCS (cysteamine), CC=1C(=NC=CC1)CS(=O)C=1NC2=C(N1)C=CC(=C2)C(F)(F)F (2-[[(3-methyl-2-pyridyl)methyl]sulphinyl]-5-(trifluoromethyl)benzimidazole), Cl (hydrochloric acid). As a reaction SMILES: CC1C(CS([C:11]2[NH:12][C:13]3[CH:19]=[C:18]([C:20]([F:23])([F:22])[F:21])[CH:17]=[CH:16][C:14]=3[N:15]=2)=O)=NC=CC=1.[NH2:24][CH2:25][CH2:26][SH:27].[ClH:28]>O1CCCC1>[Cl-:28].[NH2:24][CH2:25][CH2:26][S:27][S:27][CH2:26][C:25]1[C:19]([CH3:18])=[CH:13][CH:14]=[CH:16][N+:24]=1[C:11]1[NH:12][C:13]2[CH:19]=[C:18]([C:20]([F:21])([F:22])[F:23])[CH:17]=[CH:16][C:14]=2[N:15]=1 |f:4.5|. Reported procedure: 3.39 g of 2-[[(3-methyl-2-pyridyl)methyl]sulphinyl]-5-(trifluoromethyl)benzimidazole are dissolved in 50 ml of tetrahydrofuran and treated with 0.77 g of cysteamine. 40 ml of 3N hydrochloric acid are added at an internal temperature of 40°. After stirring at 40° for 10 minutes and at room temperature overnight the mixture is evaporated in vacuo. The residue is crystallized from tert.butyl methyl ether/ether. There is obtained 2-[[(2-aminoethyl)dithio]methyl]-3 -methyl-1-[5-(trifluoromethyl)-2-be... Yields the product [Cl-].NCCSSCC1=[N+](C=CC=C1C)C=1NC2=C(N1)C=CC(=C2)C(F)(F)F (2-[[(2-aminoethyl)dithio]methyl]-3 -methyl-1-[5-(trifluoromethyl)-2-benzimidazolyl1pyridinium chloride). Starting materials: C(C1=CC=CC=C1)OC1=C(C=C(C=C1)Br)CCC1=CC=CC=C1 (4-benzyloxy-3-(phenethyl)phenylbromide), C(#N)[Cu] (CuCN), C(CN)N (ethylene diamine), ice water. Run in CN(C)C=O (DMF). Product: C(C1=CC=CC=C1)OC1=C(C=C(C#N)C=C1)CCC1=CC=CC=C1 (4-benzyloxy-3-phenethylbenzonitrile). Yield: 42.5%. As a reaction SMILES: [CH2:1]([O:8][C:9]1[CH:14]=[CH:13][C:12](Br)=[CH:11][C:10]=1[CH2:16][CH2:17][C:18]1[CH:23]=[CH:22][CH:21]=[CH:20][CH:19]=1)[C:2]1[CH:7]=[CH:6][CH:5]=[CH:4][CH:3]=1.[C:24]([Cu])#[N:25].C(N)CN>CN(C=O)C>[CH2:1]([O:8][C:9]1[CH:14]=[CH:13][C:12]([C:24]#[N:25])=[CH:11][C:10]=1[CH2:16][CH2:17][C:18]1[CH:23]=[CH:22][CH:21]=[CH:20][CH:19]=1)[C:2]1[CH:7]=[CH:6][CH:5]=[CH:4][CH:3]=1. Reported procedure: To a stirred solution of the 4-benzyloxy-3-(phenethyl)phenylbromide, (5.5 g, 15 mmol) in DMF (200 ml, dried) was added CuCN (3.32 g, 37 mmol). The reaction was heated to reflux and held at reflux for 20 hours, under argon. The reaction mixture was allowed to cool to ambient temperature, poured into ice water, treated with ethylene diamine (200 ml) and extracted with ethyl acetate (3×100 ml). The combined organic extracts were washed with brine (2×60 ml), dried (MgSO4) and evaporated. The crude m... Reactants: CCN(CC)C(=O)c1ccc(NCCN2CCCCC2)c([N+](=O)[O-])c1, CCOC(C)=O. Yields the product CCN(CC)C(=O)c1ccc(NCCN2CCCCC2)c(N)c1. As a reaction SMILES: [CH2:1]([CH3:2])[N:3]([C:4]([c:5]1[cH:6][c:7]([N+:20]([O-:21])=[O:22])[c:8]([NH:11][CH2:12][CH2:13][N:14]2[CH2:15][CH2:16][CH2:17][CH2:18][CH2:19]2)[cH:9][cH:10]1)=[O:23])[CH2:24][CH3:25].[CH3:26][CH2:27][O:28][C:29]([CH3:30])=[O:31]>>[CH2:1]([CH3:2])[N:3]([C:4]([c:5]1[cH:6][c:7]([NH2:20])[c:8]([NH:11][CH2:12][CH2:13][N:14]2[CH2:15][CH2:16][CH2:17][CH2:18][CH2:19]2)[cH:9][cH:10]1)=[O:23])[CH2:24][CH3:25]. Starting materials: CCOC(=O)CNC(=O)Nc1cc(CNc2ccccc2C(=O)NOCc2ccc(C#N)cc2)ccn1, CO, Cl, [Na+], [OH-], O. The product is N#Cc1ccc(CONC(=O)c2ccccc2NCc2ccnc(NC(=O)NCC(=O)O)c2)cc1. As a reaction SMILES: [CH2:1]([CH3:2])[O:3][C:4]([CH2:5][NH:6][C:7](=[O:8])[NH:9][c:10]1[n:11][cH:12][cH:13][c:14]([CH2:16][NH:17][c:18]2[c:19]([C:24]([NH:25][O:26][CH2:27][c:28]3[cH:29][cH:30][c:31]([C:34]#[N:35])[cH:32][cH:33]3)=[O:36])[cH:20][cH:21][cH:22][cH:23]2)[cH:15]1)=[O:37].[CH3:42][OH:43].[ClH:41].[Na+:39].[OH-:38].[OH2:40]>>[O:3]=[C:4]([CH2:5][NH:6][C:7](=[O:8])[NH:9][c:10]1[n:11][cH:12][cH:13][c:14]([CH2:16][NH:17][c:18]2[c:19]([C:24]([NH:25][O:26][CH2:27][c:28]3[cH:29][cH:30][c:31]([C:34]#[N:35])[cH:32][cH:33]3)=[O:36])[cH:20][cH:21][cH:22][cH:23]2)[cH:15]1)[OH:37]. The reactants are FC([C@H]1OC1)(F)F ((S)-2-trifluoromethyloxirane), [I-].C[S+](C)C (trimethylsulfonium iodide), C[Si]([N-][Si](C)(C)C)(C)C.[Li+] (lithium hexamethyldisilazide), ice, BrCC(=O)OC(C)(C)C (tert-butyl bromoacetate). Solvent: CCOC(=O)C (EtOAc), C1CCOC1 (THF), CN1CCCC1=O (NMP). Reaction conditions: temperature -20 celsius, time 20 minute. Product: FC([C@H](C=C)OCC(=O)OC(C)(C)C)(F)F (tert-butyl {[(2S)-1,1,1-trifluorobut-3-en-2-yl]oxy}acetate). As a reaction SMILES: [I-].C[S+](C)C.[CH3:6][Si](C)(C)[N-][Si](C)(C)C.[Li+].[F:16][C:17]([F:22])([F:21])[C@@H:18]1[CH2:20][O:19]1.Br[CH2:24][C:25]([O:27][C:28]([CH3:31])([CH3:30])[CH3:29])=[O:26]>C1COCC1.CN1C(=O)CCC1.CCOC(C)=O>[F:16][C:17]([F:22])([F:21])[C@@H:18]([O:19][CH2:24][C:25]([O:27][C:28]([CH3:31])([CH3:30])[CH3:29])=[O:26])[CH:20]=[CH2:6] |f:0.1,2.3|. Procedure details: To a solution of trimethylsulfonium iodide (110 g) in THF (500 mL) at −30° C. was added lithium hexamethyldisilazide (530 mL, 1N in THF) portionwise over 45 min. After stirring at −20° C. for 20 min, (S)-2-trifluoromethyloxirane (37.97 g) was added at the same temperature over 15 mins, and the mixture was allowed to warm to RT and stirred for 3 h. The slurry was then added portionwise to an ice-cold solution of tert-butyl bromoacetate (105.68 g) in NMP (200 mL). The resulting mixture was allowed... The reactants are ClC1=CC=C2CC(NC2=C1F)=O (6-chloro-7-fluoroindolin-2-one), ClC=1C(=C(C=O)C=CC1)F (3-chloro-2-fluorobenzaldehyde), N1CCCCC1 (piperidine). Run in CO (methanol). Conditions: temperature 50 celsius. Product: ClC1=CC=C2/C(/C(NC2=C1F)=O)=C/C1=C(C(=CC=C1)Cl)F (Z-6-chloro-3-(3-chloro-2-fluoro-benzylidene)-7-fluoro-1,3-dihydro-indol-2-one). The yield is 72.8%. Reaction SMILES: [Cl:1][C:2]1[C:10]([F:11])=[C:9]2[C:5]([CH2:6][C:7](=[O:12])[NH:8]2)=[CH:4][CH:3]=1.[Cl:13][C:14]1[C:15]([F:22])=[C:16]([CH:19]=[CH:20][CH:21]=1)[CH:17]=O.N1CCCCC1>CO>[Cl:1][C:2]1[C:10]([F:11])=[C:9]2[C:5](/[C:6](=[CH:17]/[C:16]3[CH:19]=[CH:20][CH:21]=[C:14]([Cl:13])[C:15]=3[F:22])/[C:7](=[O:12])[NH:8]2)=[CH:4][CH:3]=1. Procedure: To the mixture of 6-chloro-7-fluoroindolin-2-one (1.1 g, 5.9 mmol) (Natrochem) and 3-chloro-2-fluorobenzaldehyde (1.4 g, 8.9 mmol) (Aldrich) in methanol (50 mL) was added piperidine (1.5 g, 17.8 mmol) (Aldrich) dropwise. The mixture was then heated at 50° C. for 3 h. After cooled to room temperature, the mixture was concentrated. The residue was partitioned between ethyl acetate and water. The organic layer was separated, and aqueous layer was extracted with ethyl acetate. The organic layers wer...